The task is: describe an organic reaction: reactants, conditions, products, and yield. This data is from the Open Reaction Database (ORD), a public repository of structured organic reaction records. The reactants are N1=C(Cl)N=C(Cl)N=C1Cl (cyanuric chloride), C1(=CC=CC=C1)[Mg]Br (phenylmagnesium bromide), C[Si](C#CC1=CC=C(C=C1)Br)(C)C (1-(trimethylsilyl)-2-(4-bromophenyl)acetylene), [Mg] (magnesium), Grignard reagent. The solvent is O1CCCC1 (tetrahydrofuran). Run at temperature 60 celsius, time 8 hour. The product is C1(=CC=CC=C1)C1=NC(=NC(=N1)C1=CC=C(C=C1)C#C)C1=CC=C(C=C1)C#C (6-phenyl-2,4-bis(4-ethynylphenyl)-s-triazine). RXN SMILES: [N:1]1[C:8](Cl)=[N:7][C:5](Cl)=[N:4][C:2]=1Cl.[C:10]1([Mg]Br)[CH:15]=[CH:14][CH:13]=[CH:12][CH:11]=1.C[Si](C)(C)[C:20]#[C:21][C:22]1[CH:27]=[CH:26][C:25](Br)=[CH:24][CH:23]=1.[Mg]>O1CCCC1>[C:10]1([C:2]2[N:4]=[C:5]([C:25]3[CH:26]=[CH:27][C:22]([C:21]#[CH:20])=[CH:23][CH:24]=3)[N:7]=[C:8]([C:25]3[CH:26]=[CH:27][C:22]([C:21]#[CH:20])=[CH:23][CH:24]=3)[N:1]=2)[CH:15]=[CH:14][CH:13]=[CH:12][CH:11]=1. Procedure details: One mole of cyanuric chloride was treated with one mole of phenylmagnesium bromide as described in Step I of Example I. The product of this reaction (2.3 g, 0.01 mole) in 25 ml of tetrahydrofuran (THF) was added slowly to a refluxing solution of the Grignard reagent prepared from 1-(trimethylsilyl)-2-(4-bromophenyl)acetylene (0.03 moles) and magnesium (0.75 g). The solution was stirred overnight, filtered, and the solvent removed. To the residue which remained was added a solution of KOH (10.0 g... Reactants: C1(=CC=CC=C1)S (thiophenol), COC([C@@H](NC(=O)OC(C)(C)C)CO)=O (N-(tert-butoxycarbonyl)-L-serine methyl ester), C(C)(C)NC(C)C (diisopropylamine), CS(=O)(=O)Cl (methanesulfonyl chloride). The solvent is ClCCl (dichloromethane). Conditions: time 20 minute. Yields the product C(C)(C)(C)OC(=O)N[C@@H](CSC1=CC=CC=C1)C(=O)OC (methyl N-(tert-butoxycarbonyl)-S-phenyl-L-cysteinate). RXN SMILES: [CH3:1][O:2][C:3](=[O:15])[C@H:4]([CH2:13]O)[NH:5][C:6]([O:8][C:9]([CH3:12])([CH3:11])[CH3:10])=[O:7].C(NC(C)C)(C)C.CS(Cl)(=O)=O.[C:28]1([SH:34])[CH:33]=[CH:32][CH:31]=[CH:30][CH:29]=1>ClCCl>[C:9]([O:8][C:6]([NH:5][C@H:4]([C:3]([O:2][CH3:1])=[O:15])[CH2:13][S:34][C:28]1[CH:33]=[CH:32][CH:31]=[CH:30][CH:29]=1)=[O:7])([CH3:12])([CH3:11])[CH3:10]. Procedure details: A 0° C. solution of N-(tert-butoxycarbonyl)-L-serine methyl ester (30 g, 137 mmol) and diisopropylamine (58 mL, 330 mmol) in dichloromethane (250 mL) was treated with methanesulfonyl chloride (11.65 mL, 151 mmol), stirred for 20 minutes, treated with thiophenol (15.5 mL, 151 mmol), warmed to room temperature, stirred for 30 minutes, and concentrated. The concentrate was purified by flash column chromatography on silica gel with 10% ethyl acetate/hexanes to provide the desired product. MS (ESI(−)... The reactants are C1(=NNCCCCCCCC1)C1=CCCCCCCCCC1 (Diazabicycloundecene), CC1(N[Se]C2=C1C=CC=C2)C (3,3-dimethyl-benzisoselenazoline), C1(=NNCCCCCCCC1)C1=CCCCCCCCCC1 (diazabicycloundecene). Solvent: BrCC (bromoethane). Reaction conditions: time 10 hour. Product: CC1(N([Se]C2=C1C=CC=C2)CC)C (3,3-dimethyl-2-ethyl-benzisoselenazoline). Isolated yield 53.0%. RXN SMILES: [C:1]1([C:12]2[CH2:22]CCC[CH2:18][CH2:17][CH2:16][CH2:15][CH2:14][CH:13]=2)CCCCCCCCNN=1.[CH3:23][C:24]1(C)C2C=CC=CC=2[Se:26][NH:25]1>BrCC>[CH3:22][C:12]1([CH3:1])[C:13]2[CH:14]=[CH:15][CH:16]=[CH:17][C:18]=2[Se:26][N:25]1[CH2:24][CH3:23]. Procedure details: Diazabicycloundecene (380 mg; 2.5 mmole) was added to a solution of derivative 3,3-dimethyl-benzisoselenazoline (107 mg; 0.5 mmole) obtained above in bromoethane (1.5 ml). The mixture was stirred at room temperature for 10 h, then the same quantity of diazabicycloundecene was added again. After 14 h at room temperature, the bromoethane was evaporated off under reduced pressure. The desired product was obtained in the form of a very viscous yellow oil after purification by liquid chromatography o...